Dataset: the Open Reaction Database (ORD), a public repository of structured organic reaction records. Task: describe an organic reaction: reactants, conditions, products, and yield Starting materials: Cl[Sn]Cl (SnCl2), CN(C=1C=NC=CC1)C1=CC(=CC=C1)[N+](=O)[O-] (N-methyl-N-(3-nitrophenyl)pyridin-3-amine), [OH-].[Na+] (NaOH). The solvent is Cl (HCl), O1CCOCC1 (dioxane). Product: CN(C1=CC(=CC=C1)N)C=1C=NC=CC1 (N1-methyl-N1-(pyridin-3-yl)benzene-1,3-diamine). Yield: 99.0%. As a reaction SMILES: [CH3:1][N:2]([C:9]1[CH:14]=[CH:13][CH:12]=[C:11]([N+:15]([O-])=O)[CH:10]=1)[C:3]1[CH:4]=[N:5][CH:6]=[CH:7][CH:8]=1.Cl[Sn]Cl.[OH-].[Na+]>O1CCOCC1.Cl>[CH3:1][N:2]([C:3]1[CH:4]=[N:5][CH:6]=[CH:7][CH:8]=1)[C:9]1[CH:14]=[CH:13][CH:12]=[C:11]([NH2:15])[CH:10]=1 |f:2.3|. Procedure details: Compound 16 (330 mg, 1.44 mmol, 1.00 eq) was dissolved in dioxane (7 mL) and SnCl2 (1.37 g, 7.22 mmol, 5.00 eq) dissolved in conc HCl (3 mL) was added dropwise over 15 min. After determination of completion by LCMS, the reaction was neutralized with 1N NaOH, filtered, diluted with water and extracted with CH2Cl2 (2×). The combined organics were dried (MgSO4), filtered and concentrated in vacuo to give 284 mg (99%) of a brown oil that was used subsequently without purification. 1H NMR (400 MHz, C... The reactants are NC1=NC=CC=C1 (2-aminopyridine), OC1=C(CN(C2=CC=CC=C12)C1=CC=CC=C1)C(=O)OCC (1,2-dihydro-4-hydroxy-1-phenyl-3-quinolinecarboxylic acid, ethyl ester). The solvent is C1(=CC=CC=C1)C (toluene). The product is OC1=C(CN(C2=CC=CC=C12)C1=CC=CC=C1)C(=O)NC1=NC=CC=C1 (1,2-dihydro-4-hydroxy-1-phenyl-N-(2-pyridyl)-3-quinolinecarboxamide). The yield is 75.8%. Reaction SMILES: [NH2:1][C:2]1[CH:7]=[CH:6][CH:5]=[CH:4][N:3]=1.[OH:8][C:9]1[C:18]2[C:13](=[CH:14][CH:15]=[CH:16][CH:17]=2)[N:12]([C:19]2[CH:24]=[CH:23][CH:22]=[CH:21][CH:20]=2)[CH2:11][C:10]=1[C:25](OCC)=[O:26]>C1(C)C=CC=CC=1>[OH:8][C:9]1[C:18]2[C:13](=[CH:14][CH:15]=[CH:16][CH:17]=2)[N:12]([C:19]2[CH:20]=[CH:21][CH:22]=[CH:23][CH:24]=2)[CH2:11][C:10]=1[C:25]([NH:1][C:2]1[CH:7]=[CH:6][CH:5]=[CH:4][N:3]=1)=[O:26]. Procedure: A solution of 2.8 g of 2-aminopyridine and 4.2 g of 1,2-dihydro-4-hydroxy-1-phenyl-3-quinolinecarboxylic acid, ethyl ester in 190 ml of toluene was refluxed for 16 hours in a soxhlet apparatus containing 10 g of 4 Å molecular sieves. Evaporation of the volatiles afforded a residue which was purified by means of high pressure liquid chromatography (silica gel: 1:1 ethyl acetate-hexane as the eluent) to yield 3.7 g (73%) of 1,2-dihydro-4-hydroxy-1-phenyl-N-(2-pyridyl)-3-quinolinecarboxamide, m.p. ... Starting materials: CS(C)=O, CO, CCN(C(C)C)C(C)C, Cc1cc2nc(NC(=O)c3ccc(OC(F)(F)F)cc3)cc(Cl)n2n1, Cl, NC(=O)CC1CCNCC1, CN(C)C=O. Product: Cc1cc2nc(NC(=O)c3ccc(OC(F)(F)F)cc3)cc(N3CCC(CC(N)=O)CC3)n2n1. RXN SMILES: [CH3:51][S:52]([CH3:53])=[O:54].[CH3:55][OH:56].[CH:37]([N:38]([CH2:39][CH3:40])[CH:41]([CH3:42])[CH3:43])([CH3:44])[CH3:45].[Cl:1][c:2]1[cH:3][c:4]([NH:12][C:13]([c:14]2[cH:15][cH:16][c:17]([O:20][C:21]([F:22])([F:23])[F:24])[cH:18][cH:19]2)=[O:25])[n:5][c:6]2[n:7]1[n:8][c:9]([CH3:11])[cH:10]2.[ClH:26].[NH:27]1[CH2:28][CH2:29][CH:30]([CH2:33][C:34](=[O:35])[NH2:36])[CH2:31][CH2:32]1.[O:46]=[CH:47][N:48]([CH3:49])[CH3:50]>>[c:2]1([N:27]2[CH2:28][CH2:29][CH:30]([CH2:33][C:34](=[O:35])[NH2:36])[CH2:31][CH2:32]2)[cH:3][c:4]([NH:12][C:13]([c:14]2[cH:15][cH:16][c:17]([O:20][C:21]([F:22])([F:23])[F:24])[cH:18][cH:19]2)=[O:25])[n:5][c:6]2[n:7]1[n:8][c:9]([CH3:11])[cH:10]2.